From a dataset of the Open Reaction Database (ORD), a public repository of structured organic reaction records. describe an organic reaction: reactants, conditions, products, and yield The reactants are FC(C1=CC=C(C(=O)Cl)C=C1)(F)F (p-trifluoromethyl-benzoyl chloride), CN(C1C(CCCC1)N)C (N,N-dimethylcyclohexane-1,2-diamine). Solvent: C(C)N(CC)CC (triethylamine). Yields the product CN([C@H]1[C@@H](CCCC1)NC(=O)C1=CC=C(C=C1)C(F)(F)F)C (trans-N-[2-(Dimethylamino)cyclohexyl]-α,α,α-trifluoro-p-toluamide), colorless needles. Isolated yield 77.0%. Reaction SMILES: [F:1][C:2]([F:13])([F:12])[C:3]1[CH:11]=[CH:10][C:6]([C:7](Cl)=[O:8])=[CH:5][CH:4]=1.[CH3:14][N:15]([CH3:23])[CH:16]1[CH2:21][CH2:20][CH2:19][CH2:18][CH:17]1[NH2:22]>C(N(CC)CC)C>[CH3:14][N:15]([CH3:23])[C@@H:16]1[CH2:21][CH2:20][CH2:19][CH2:18][C@H:17]1[NH:22][C:7]([C:6]1[CH:10]=[CH:11][C:3]([C:2]([F:13])([F:12])[F:1])=[CH:4][CH:5]=1)=[O:8]. Procedure: The titled amide was prepared according to general procedure B using p-trifluoromethyl-benzoyl chloride (4.17 g.; 0.02 mole), N,N-dimethylcyclohexane-1,2-diamine (2.84 g.; 0.02 mole) and triethylamine (2.02 g., 0.02 L mole). The crude solid was crystallized from ether to give 4.766 g. (77% yield) of colorless needles, m.p. 141°-142°, raised to 141.5°-142.5° on recrystallization. uv λmax 222 nm (ε 11,450); sh 245 (5,550); sh 260 (3,400); sh 276 (1.750). ir NH 3310; =CH 3030; N-alkyl 2770, 2740; C... The reactants are Cl (hydrogen chloride), OC=1C=C2CC(NCC2=CC1O)C(=O)O (1,2,3,4-tetrahydro-6,7-dihydroxy-3-isoquinolinecarboxylic acid), CO (methanol). Run at time 8 hour. The product is Cl.OC=1C=C2CC(NCC2=CC1O)C(=O)OC (1,2,3,4-Tetrahydro-6,7-dihydroxy-3-isoquinolinecarboxylic acid, methyl ester, hydrochloride). As a reaction SMILES: [ClH:1].[OH:2][C:3]1[CH:4]=[C:5]2[C:10](=[CH:11][C:12]=1[OH:13])[CH2:9][NH:8][CH:7]([C:14]([OH:16])=[O:15])[CH2:6]2.[CH3:17]O>>[ClH:1].[OH:2][C:3]1[CH:4]=[C:5]2[C:10](=[CH:11][C:12]=1[OH:13])[CH2:9][NH:8][CH:7]([C:14]([O:16][CH3:17])=[O:15])[CH2:6]2 |f:3.4|. Procedure: At 40° C., a steam of gaseous hydrogen chloride was bubbled through a solution of 1,2,3,4-tetrahydro-6,7-dihydroxy-3-isoquinolinecarboxylic acid (32.4 g, 155.0 mmol) in 1.5 l of methanol for 2 hours. After stirring overnight at room temperature, the solvent was distilled off in vacuo and the residue triturated with ether to furnish 38.95 g of the product. Melting point 204.8° C.